Dataset: the Open Reaction Database (ORD), a public repository of structured organic reaction records. Task: describe an organic reaction: reactants, conditions, products, and yield Solvent: C1(=CC=CC=C1)C (toluene). Procedure details: To a solution of 4-[2-(5-methyl-2-phenyl-4-oxazolyl)ethoxy]benzaldehyde (3.59 g, 11.7 mmol) synthesized according to the method described in WO95/18125 in toluene (40 ml) were added 4-nitrobenzyl isopropyl malonate (4 g, 14 mmol) obtained in Step 1, acetic acid (351 mg) and piperidine (498 mg). While removing water through Dean-Stark trap, the mixture was refluxed under heating. Two hours later, toluene was evaporated under reduced pressure. The obtained residue was purified by silica gel column... The yield is 78.5%. The product is CC1=C(N=C(O1)C1=CC=CC=C1)CCOC1=CC=C(C=C(C(=O)OC(C)C)C(=O)OCC2=CC=C(C=C2)[N+](=O)[O-])C=C1 (Isopropyl 4-nitrobenzyl 2-[4-[2-(5-methyl-2-phenyl-4-oxazolyl)ethoxy]benzylidene]malonate). The reactants are C(CC(=O)OC(C)C)(=O)OCC1=CC=C(C=C1)[N+](=O)[O-] (4-nitrobenzyl isopropyl malonate), C(C)(=O)O (acetic acid), N1CCCCC1 (piperidine), CC1=C(N=C(O1)C1=CC=CC=C1)CCOC1=CC=C(C=O)C=C1 (4-[2-(5-methyl-2-phenyl-4-oxazolyl)ethoxy]benzaldehyde). Reaction SMILES: [CH3:1][C:2]1[O:6][C:5]([C:7]2[CH:12]=[CH:11][CH:10]=[CH:9][CH:8]=2)=[N:4][C:3]=1[CH2:13][CH2:14][O:15][C:16]1[CH:23]=[CH:22][C:19]([CH:20]=O)=[CH:18][CH:17]=1.[C:24]([O:33][CH2:34][C:35]1[CH:40]=[CH:39][C:38]([N+:41]([O-:43])=[O:42])=[CH:37][CH:36]=1)(=[O:32])[CH2:25][C:26]([O:28][CH:29]([CH3:31])[CH3:30])=[O:27].C(O)(=O)C.N1CCCCC1>C1(C)C=CC=CC=1>[CH3:1][C:2]1[O:6][C:5]([C:7]2[CH:12]=[CH:11][CH:10]=[CH:9][CH:8]=2)=[N:4][C:3]=1[CH2:13][CH2:14][O:15][C:16]1[CH:23]=[CH:22][C:19]([CH:20]=[C:25]([C:24]([O:33][CH2:34][C:35]2[CH:36]=[CH:37][C:38]([N+:41]([O-:43])=[O:42])=[CH:39][CH:40]=2)=[O:32])[C:26]([O:28][CH:29]([CH3:31])[CH3:30])=[O:27])=[CH:18][CH:17]=1. Reactants: O=C([O-])[O-], CC#N, CNC, CC(=O)CCCCl, Cl, [K+], [K+]. The product is CC(=O)CCCN(C)C. Reaction SMILES: [C:12](=[O:13])([O-:14])[O-:15].[CH3:18][C:19]#[N:20].[CH3:9][NH:10][CH3:11].[Cl:1][CH2:2][CH2:3][CH2:4][C:5]([CH3:6])=[O:7].[ClH:8].[K+:16].[K+:17]>>[CH2:2]([CH2:3][CH2:4][C:5]([CH3:6])=[O:7])[N:10]([CH3:9])[CH3:11]. Starting materials: ON=C(N)C1=NN(C(=C1)[N+](=O)[O-])C (N′-hydroxy-1-methyl-5-nitro-1H-pyrazole-3-carboximidamide), COC(OC)OC (trimethoxymethane), FC(C(=O)O)(F)F (2,2,2-trifluoroacetic acid). The solvent is CO (MeOH). Conditions: time 16 hour. Yields the product CN1N=C(C=C1[N+](=O)[O-])C1=NOC=N1 (3-(1-methyl-5-nitro-1H-pyrazol-3-yl)-1,2,4-oxadiazole). Yield: 100.0%. RXN SMILES: [OH:1][N:2]=[C:3]([C:5]1[CH:9]=[C:8]([N+:10]([O-:12])=[O:11])[N:7]([CH3:13])[N:6]=1)[NH2:4].[CH3:14]OC(OC)OC.FC(F)(F)C(O)=O>CO>[CH3:13][N:7]1[C:8]([N+:10]([O-:12])=[O:11])=[CH:9][C:5]([C:3]2[N:4]=[CH:14][O:1][N:2]=2)=[N:6]1. Reported procedure: To a solution of N′-hydroxy-1-methyl-5-nitro-1H-pyrazole-3-carboximidamide (1.66 g, 8.97 mmol) and trimethoxymethane (17.6 mL, 161 mmol) in MeOH (2.8 mL) was added 2,2,2-trifluoroacetic acid (0.35 mL, 4.48 mmol) and the mixture was refluxed for about 1 h. The reaction was cooled to ambient temperature and continued to stir for about 16 h. The reaction mixture was concentrated under reduced pressure and the residue was partitioned between DCM (25 mL) and saturated NaHCO3 (10 mL). The aqueous laye... Starting materials: CCc1ccc2c(c1)CC1CC2CN(Cc2ccccc2)C1, CO, O=C[O-], Cl, [NH4+]. Product: Cl, CCc1ccc2c(c1)CC1CNCC2C1. RXN SMILES: [CH2:2]([c:3]1[cH:4][cH:5][cH:6][cH:7][cH:8]1)[N:9]1[CH2:10][CH:11]2[CH2:12][c:13]3[cH:14][c:15]([CH2:22][CH3:23])[cH:16][cH:17][c:18]3[CH:19]([CH2:20]1)[CH2:21]2.[CH3:28][OH:29].[CH:24]([O-:25])=[O:26].[ClH:1].[NH4+:27]>>[ClH:1].[NH:9]1[CH2:10][CH:11]2[CH2:12][c:13]3[cH:14][c:15]([CH2:22][CH3:23])[cH:16][cH:17][c:18]3[CH:19]([CH2:20]1)[CH2:21]2. The reactants are C(C)(=O)C1=CC=C(OC2=NC=C(C(=O)NC3=CC=C(C=C3)C(F)(F)F)C=C2)C=C1 (6-(4-acetylphenoxy)-N-[4-(trifluoromethyl]phenyl]nicotinamide), [Cl-].[NH4+] (ammonium chloride), [H-].[Na+] (sodium hydride), triethylphosphono acetate, FC(C1=CC=C(C=C1)NC(=O)C=1C=CC(=NC1)OC1=CC=C(C=C1)C(=CC(=O)OCC)C)(F)F (ethyl 3-(4-{5-[4-(trifluoromethyl)phenylcarbamoyl]pyridin-2-yloxy}phenyl)-2-butenoate). The solvent is C1CCOC1 (THF), C1CCOC1 (THF). Reaction conditions: time 1 hour. The product is FC(C1=CC=C(C=C1)NC(=O)C=1C=CC(=NC1)OC1=CC=C(C=C1)C(CC(=O)OCC)C)(F)F (ethyl 3-(4-{5-[4-(trifluoromethyl)phenyl-carbamoyl]pyridin-2-yloxy}phenyl)butyrate). RXN SMILES: [H-].[Na+].C(C1C=CC(OC2C=CC(C(NC3C=CC(C(F)(F)F)=CC=3)=O)=CN=2)=CC=1)(=O)C.[Cl-].[NH4+].[F:34][C:35]([F:67])([F:66])[C:36]1[CH:41]=[CH:40][C:39]([NH:42][C:43]([C:45]2[CH:46]=[CH:47][C:48]([O:51][C:52]3[CH:57]=[CH:56][C:55]([C:58]([CH3:65])=[CH:59][C:60]([O:62][CH2:63][CH3:64])=[O:61])=[CH:54][CH:53]=3)=[N:49][CH:50]=2)=[O:44])=[CH:38][CH:37]=1>C1COCC1>[F:66][C:35]([F:34])([F:67])[C:36]1[CH:37]=[CH:38][C:39]([NH:42][C:43]([C:45]2[CH:46]=[CH:47][C:48]([O:51][C:52]3[CH:57]=[CH:56][C:55]([CH:58]([CH3:65])[CH2:59][C:60]([O:62][CH2:63][CH3:64])=[O:61])=[CH:54][CH:53]=3)=[N:49][CH:50]=2)=[O:44])=[CH:40][CH:41]=1 |f:0.1,3.4|. Procedure details: To a suspension of 60% sodium hydride (0.133 g, 3.3 mmol) in THF (6 mL) was added dropwise triethylphosphono acetate (0.53 mL, 2.7 mmol) under ice cooling, and the resulting solution was stirred for 1 hour at room temperature. To the reaction solution was added a solution of 6-(4-acetylphenoxy)-N-[4-(trifluoromethyl]phenyl]nicotinamide (0.53 g, 1.3 mmol) in THF (6 mL), and the resulting solution was stirred for 10 hours at 60° C. To the reaction solution was added saturated aqueous ammonium chlo... Starting materials: O=C1CN(CCC1)C(=O)OC(C)(C)C (tert-butyl 3-oxopiperidine-1-carboxylate), [Br-].FC=1C=C(C[P+](C2=CC=CC=C2)(C2=CC=CC=C2)C2=CC=CC=C2)C=CC1 (3-Fluorobenzyltriphenylphosphonium bromide), [Br-].FC=1C=C(C[P+](C2=CC=CC=C2)(C2=CC=CC=C2)C2=CC=CC=C2)C=CC1 (3-Fluorobenzyltriphenylphosphonium bromide), CC(C)([O-])C.[Na+] (sodium tert-butoxide). The solvent is C1CCOC1 (THF), C1CCOC1 (THF), O (water). Reaction conditions: time 30 minute. The product is FC=1C=C(C=CC1)C=C1CN(CCC1)C(=O)OC(C)(C)C (tert-butyl 3-[1-(3-fluorophenyl)-methylidene]piperidine-1-carboxylate). The yield is 48.6%. RXN SMILES: [Br-].[F:2][C:3]1[CH:4]=[C:5]([CH:26]=[CH:27][CH:28]=1)[CH2:6][P+](C1C=CC=CC=1)(C1C=CC=CC=1)C1C=CC=CC=1.CC(C)([O-])C.[Na+].O=[C:36]1[CH2:41][CH2:40][CH2:39][N:38]([C:42]([O:44][C:45]([CH3:48])([CH3:47])[CH3:46])=[O:43])[CH2:37]1>C1COCC1.O>[F:2][C:3]1[CH:4]=[C:5]([CH:6]=[C:40]2[CH2:41][CH2:36][CH2:37][N:38]([C:42]([O:44][C:45]([CH3:48])([CH3:47])[CH3:46])=[O:43])[CH2:39]2)[CH:26]=[CH:27][CH:28]=1 |f:0.1,2.3|. Procedure: (3-Fluorobenzyltriphenylphosphonium bromide (Intermediate 228, 5.3 g) was added in portions to a solution of sodium tert-butoxide (1.06 g) in anhydrous THF (20 mL) at room temperature and the mixture was stirred for 30 minutes. A solution of tert-butyl 3-oxopiperidine-1-carboxylate (2 g) in anhydrous THF (10 mL) was added dropwise at room temperature and the mixture was stirred for 24 hours. The mixture was diluted with water (100 mL) and extracted with ether (100 mL), washed with brine, dried (... Reactants: [N+](=O)([O-])[O-].[K+] (KNO3), CC1=C2C(C(NC2=CC(=C1)C)=O)=O (4,6-Dimethylisatin), ice water. The solvent is OS(=O)(=O)O (H2SO4). Product: CC1=C2C(C(NC2=CC(=C1[N+](=O)[O-])C)=O)=O (4,6-dimethyl-5-nitroisatin). Yield: 77.2%. RXN SMILES: [CH3:1][C:2]1[CH:10]=[C:9]([CH3:11])[CH:8]=[C:7]2[C:3]=1[C:4](=[O:13])[C:5](=[O:12])[NH:6]2.[N+:14]([O-])([O-:16])=[O:15].[K+]>OS(O)(=O)=O>[CH3:1][C:2]1[C:10]([N+:14]([O-:16])=[O:15])=[C:9]([CH3:11])[CH:8]=[C:7]2[C:3]=1[C:4](=[O:13])[C:5](=[O:12])[NH:6]2 |f:1.2|. Reported procedure: The method of Cheesman, G. W. H.; J. Chem. Soc. 1170 (1962), was adapted. 4,6-Dimethylisatin (89 mg, 0.50 mmol) was dissolved in concentrated H2SO4 (1.0 mL) at 0° C. for 30 min with stirring, then KNO3 (55 mg, 0.55 mmol, Baker) was added to this solution. The mixture was stirred at 25° C. for 24 h. It was then poured into ice water (5 g). The resulting precipitate was collected by filtration. The precipitate was dissolved in 1N KOH (5 mL) and the small amount of solid was removed by filtration, ...